This data is from the Open Reaction Database (ORD), a public repository of structured organic reaction records. The task is: describe an organic reaction: reactants, conditions, products, and yield Starting materials: FC(F)(F)C1(c2cc(Cl)cc(Cl)c2)CC(c2ccc(CBr)c(Br)c2)=NO1, O=C([O-])[O-], COC(C)(C)C, Cn1nn[nH]c1=O, CN(C)C=O, [K+], [K+]. The product is Cn1nnn(Cc2ccc(C3=NOC(c4cc(Cl)cc(Cl)c4)(C(F)(F)F)C3)cc2Br)c1=O. RXN SMILES: [Br:1][c:2]1[cH:3][c:4]([C:10]2=[N:11][O:12][C:13]([C:15]([F:16])([F:17])[F:18])([c:19]3[cH:20][c:21]([Cl:26])[cH:22][c:23]([Cl:25])[cH:24]3)[CH2:14]2)[cH:5][cH:6][c:7]1[CH2:8][Br:9].[C:34](=[O:35])([O-:36])[O-:37].[C:45]([O:46][CH3:47])([CH3:48])([CH3:49])[CH3:50].[CH3:27][n:28]1[n:29][n:30][nH:31][c:32]1=[O:33].[CH3:40][N:41]([CH3:42])[CH:43]=[O:44].[K+:38].[K+:39]>>[Br:1][c:2]1[cH:3][c:4]([C:10]2=[N:11][O:12][C:13]([C:15]([F:16])([F:17])[F:18])([c:19]3[cH:20][c:21]([Cl:26])[cH:22][c:23]([Cl:25])[cH:24]3)[CH2:14]2)[cH:5][cH:6][c:7]1[CH2:8][n:31]1[n:30][n:29][n:28]([CH3:27])[c:32]1=[O:33]. Isolated yield 97.8%. The solvent is C(C)O (ethanol), C(C)O (ethanol). The product is C(C)OC1(C2CCC(C(CC1)C2=C)(C)C)C (2Ethoxy-9-methylene-2,6,6-trimethyl-bicyclo[3.3.1]nonane). Reaction SMILES: [CH3:1][C:2]1[CH:7]([CH2:8][CH2:9][C:10]([CH3:12])=[O:11])[C:6]([CH3:14])([CH3:13])[CH2:5][CH2:4][CH:3]=1.C(OCC)(OCC)O[CH2:17][CH3:18].B(F)(F)F.CCOCC.[OH-].[Na+]>C(O)C>[CH2:17]([O:11][C:10]1([CH3:12])[CH2:9][CH2:8][CH:7]2[C:2](=[CH2:1])[CH:3]1[CH2:4][CH2:5][C:6]2([CH3:14])[CH3:13])[CH3:18] |f:2.3,4.5|. Starting materials: CC1=CCCC(C1CCC(=O)C)(C)C (dihydro-α-ionone), [OH-].[Na+] (sodium hydroxide), C(OCC)(OCC)OCC (triethyl orthoformate), B(F)(F)F.CCOCC (boron trifluoride etherate). Procedure details: 480 g (2.21 mol) of dihydro-α-ionone, 368 g (2.48 mol) of triethyl orthoformate and 480 ml of abs. ethanol are treated dropwise while stirring during 15 minutes with a solution of 34.5 g (0.31 mol) of boron trifluoride etherate in 500 ml of ethanol and the mixture is subsequently heated to an internal temperature of 46°-48° for 60 minutes. After cooling the reaction mixture to room temperature it is stirred with 600 ml of a 10% aqueous sodium hydroxide solution. After extraction with ether and e... Reactants: Oc1ccc(Br)cc1, CC(C)(C)[Si](Cl)(c1ccccc1)c1ccccc1, CN(C)C=O, O, c1c[nH]cn1. Product: CC(C)(C)[Si](Oc1ccc(Br)cc1)(c1ccccc1)c1ccccc1. RXN SMILES: [Br:1][c:2]1[cH:3][cH:4][c:5]([OH:8])[cH:6][cH:7]1.[CH3:19][C:20]([CH3:21])([CH3:22])[Si:23]([Cl:24])([c:25]1[cH:26][cH:27][cH:28][cH:29][cH:30]1)[c:31]1[cH:32][cH:33][cH:34][cH:35][cH:36]1.[CH3:9][N:10]([CH3:11])[CH:12]=[O:13].[OH2:37].[nH:14]1[cH:15][cH:16][n:17][cH:18]1>>[Br:1][c:2]1[cH:3][cH:4][c:5]([O:8][Si:23]([C:20]([CH3:19])([CH3:21])[CH3:22])([c:25]2[cH:26][cH:27][cH:28][cH:29][cH:30]2)[c:31]2[cH:32][cH:33][cH:34][cH:35][cH:36]2)[cH:6][cH:7]1. Reactants: Cl.COC=1C=C(C=CC1OC)C=1C(C(N(N1)C1CCNCC1)=O)(C)C (5-(3,4-dimethoxyphenyl)-4,4-dimethyl-2-(piperidin-4-yl)-2,4-dihydro-3H-pyrazol-3-one hydrochloride), Cl.COC=1C=C(C=CC1OC)C=1C(C(N(N1)C1CCNCC1)=O)(C)C (5-(3,4-dimethoxyphenyl)-4,4-dimethyl-2-(piperidin-4-yl)-2,4-dihydro-3H-pyrazol-3-one hydrochloride), CN1C=CC=2C(=CC=CC12)S(=O)(=O)Cl (1-methyl-1H-indole-4-sulfonyl chloride). The product is COC=1C=C(C=CC1OC)C=1C(C(N(N1)C1CCN(CC1)S(=O)(=O)C1=C2C=CN(C2=CC=C1)C)=O)(C)C (5-(3,4-Dimethoxyphenyl)-4,4-dimethyl-2-{1-[(1-methyl-1H-indol-4-yl)sulfonyl]piperidin-4-yl}-2,4-dihydro-3H-pyrazol-3-one). Reaction SMILES: Cl.[CH3:2][O:3][C:4]1[CH:5]=[C:6]([C:12]2[C:13]([CH3:25])([CH3:24])[C:14](=[O:23])[N:15]([CH:17]3[CH2:22][CH2:21][NH:20][CH2:19][CH2:18]3)[N:16]=2)[CH:7]=[CH:8][C:9]=1[O:10][CH3:11].[CH3:26][N:27]1[C:35]2[CH:34]=[CH:33][CH:32]=[C:31]([S:36](Cl)(=[O:38])=[O:37])[C:30]=2[CH:29]=[CH:28]1>>[CH3:2][O:3][C:4]1[CH:5]=[C:6]([C:12]2[C:13]([CH3:25])([CH3:24])[C:14](=[O:23])[N:15]([CH:17]3[CH2:22][CH2:21][N:20]([S:36]([C:31]4[CH:32]=[CH:33][CH:34]=[C:35]5[C:30]=4[CH:29]=[CH:28][N:27]5[CH3:26])(=[O:37])=[O:38])[CH2:19][CH2:18]3)[N:16]=2)[CH:7]=[CH:8][C:9]=1[O:10][CH3:11] |f:0.1|. Procedure: The title compound is prepared analogously as described for GP1 using 5-(3,4-dimethoxyphenyl)-4,4-dimethyl-2-(piperidin-4-yl)-2,4-dihydro-3H-pyrazol-3-one (compound B1) and 1-methyl-1H-indole-4-sulfonyl chloride as starting compounds. The crude product is purified by crystallization from EA and diethyl ether to yield the title compound. Starting materials: Ice, N1=CC=CC=C1 (Pyridine), N1=C(F)N=C(F)N=C1F (cyanuric fluoride), C(=O)(OCC1C2=CC=CC=C2C2=CC=CC=C12)N[C@@H](CC(C)C)C(=O)O (FMOC-L-Leucine). Run in C(C)#N (acetonitrile). Reaction conditions: time 8 hour. Product: C(=O)(OCC1C2=CC=CC=C2C2=CC=CC=C12)N[C@@H](CC(C)C)C(=O)F (FMOC-L-leucyl fluoride). RXN SMILES: [C:1]([NH:18][C@H:19]([C:24]([OH:26])=O)[CH2:20][CH:21]([CH3:23])[CH3:22])([O:3][CH2:4][CH:5]1[C:17]2[C:12](=[CH:13][CH:14]=[CH:15][CH:16]=2)[C:11]2[C:6]1=[CH:7][CH:8]=[CH:9][CH:10]=2)=[O:2].N1C=CC=CC=1.N1C(F)=NC(F)=NC=1[F:35]>C(#N)C>[C:1]([NH:18][C@H:19]([C:24]([F:35])=[O:26])[CH2:20][CH:21]([CH3:23])[CH3:22])([O:3][CH2:4][CH:5]1[C:17]2[C:12](=[CH:13][CH:14]=[CH:15][CH:16]=2)[C:11]2[C:6]1=[CH:7][CH:8]=[CH:9][CH:10]=2)=[O:2]. Procedure: FMOC-L-Leucine (5 g, 14.14 mmol) (Bachem) was dissolved in acetonitrile (70 mL). Pyridine (1.14 mL, 14.14 mmol) (Aldrich) and cyanuric fluoride (1.91 g, 14.14 mmol) (Aldrich) were successively added at room temperature and the mixture was stirred overnight. Ice cold water (300 mL) was added and the resulting slurry was filtered. The filtrate was poured into a separatory funnel and the layers were separated. The organic layer was dried over anhydrous sodium sulfate, filtered and concentrated unde...